This data is from the Open Reaction Database (ORD), a public repository of structured organic reaction records. The task is: describe an organic reaction: reactants, conditions, products, and yield Reactants: CC(=O)N1CCc2cc3[nH]ccc3cc21, CN1CCC(=O)CC1, C[O-], CO, [Na+]. The product is CC(=O)N1CCc2cc3[nH]cc(C4=CCN(C)CC4)c3cc21. As a reaction SMILES: [C:1]([CH3:2])(=[O:3])[N:4]1[CH2:5][CH2:6][c:7]2[c:8]1[cH:9][c:10]1[cH:11][cH:12][nH:13][c:14]1[cH:15]2.[CH3:16][N:17]1[CH2:18][CH2:19][C:20](=[O:23])[CH2:21][CH2:22]1.[CH3:24][O-:25].[CH3:27][OH:28].[Na+:26]>>[C:1]([CH3:2])(=[O:3])[N:4]1[CH2:5][CH2:6][c:7]2[c:8]1[cH:9][c:10]1[c:11]([C:20]3=[CH:19][CH2:18][N:17]([CH3:16])[CH2:22][CH2:21]3)[cH:12][nH:13][c:14]1[cH:15]2. Reactants: [Ti](Cl)(Cl)(Cl)Cl (titanium tetrachloride), COCCOC (1,2-dimethoxyethane). The solvent is ClCCl (dichloromethane). Conditions: time 1 hour. Product: COCCOC.[Ti](Cl)(Cl)(Cl)Cl (titanium tetrachloride-(1,2-dimethoxyethane)). The yield is 85.8%. RXN SMILES: [Ti:1]([Cl:5])([Cl:4])([Cl:3])[Cl:2].[CH3:6][O:7][CH2:8][CH2:9][O:10][CH3:11]>ClCCl>[CH3:6][O:7][CH2:8][CH2:9][O:10][CH3:11].[Ti:1]([Cl:5])([Cl:4])([Cl:3])[Cl:2] |f:3.4|. Reported procedure: A solution of 19 g (100 mmol) of titanium tetrachloride in 250 ml of dichloromethane is admixed at 0° C. with 9.0 g (100 mmol) of 1,2-dimethoxyethane and stirred at room temperature for another 1 hour. The solvent is subsequently taken off, giving 24 g (86%) of titanium tetrachloride-(1,2-dimethoxyethane) adduct as a yellow solid. The reactants are bis(2-methoxyethyl)azodicarboxylate, CN1N=C2C=CC(=CC2=C1C)N1C(C=C(C=C1)O)=O (1-(2,3-dimethyl-2H-indazol-5-yl)-4-hydroxypyridin-2(1H)-one), FC(C1=CC=C(S1)CO)(F)F ([5-(trifluoromethyl)thiophen-2-yl]methanol), C1(=CC=CC=C1)P(C1=CC=CC=C1)C1=CC=CC=C1 (triphenylphosphine). The solvent is O1CCCC1 (tetrahydrofuran), C(C)(=O)OCC (ethyl acetate). Run at time 3 hour. Yields the product CN1N=C2C=CC(=CC2=C1C)N1C(C=C(C=C1)OCC=1SC(=CC1)C(F)(F)F)=O (1-(2,3-dimethyl-2H-indazol-5-yl)-4-{[5-(trifluoromethyl)thiophen-2-yl]methoxy}pyridin-2(1H)-one). Yield: 43.2%. RXN SMILES: [CH3:1][N:2]1[C:10]([CH3:11])=[C:9]2[C:4]([CH:5]=[CH:6][C:7]([N:12]3[CH:17]=[CH:16][C:15]([OH:18])=[CH:14][C:13]3=[O:19])=[CH:8]2)=[N:3]1.[F:20][C:21]([F:30])([F:29])[C:22]1[S:26][C:25]([CH2:27]O)=[CH:24][CH:23]=1.C1(P(C2C=CC=CC=2)C2C=CC=CC=2)C=CC=CC=1>O1CCCC1.C(OCC)(=O)C>[CH3:1][N:2]1[C:10]([CH3:11])=[C:9]2[C:4]([CH:5]=[CH:6][C:7]([N:12]3[CH:17]=[CH:16][C:15]([O:18][CH2:27][C:25]4[S:26][C:22]([C:21]([F:30])([F:29])[F:20])=[CH:23][CH:24]=4)=[CH:14][C:13]3=[O:19])=[CH:8]2)=[N:3]1. Procedure: To a suspension of 1-(2,3-dimethyl-2H-indazol-5-yl)-4-hydroxypyridin-2(1H)-one (100 mg), [5-(trifluoromethyl)thiophen-2-yl]methanol (143 mg) and triphenylphosphine (308 mg) in tetrahydrofuran (5 ml) was added bis(2-methoxyethyl)azodicarboxylate (275 mg) at 60° C., and the mixture was stirred at the same temperature for 3 hr. The reaction mixture was diluted with ethyl acetate, washed with water and saturated brine, dried over anhydrous magnesium sulfate, and concentrated under reduced pressure. ... Yields the product P(=O)(OC1=CC=C(C=C1)C1=NN(C2=C(C=CC=C12)F)C1CCCC1)(OCC)O (4-(1-cyclopentyl-7-fluoro-1H-indazol-3-yl)phenyl ethyl hydrogen phosphate). Reactants: C1(CCCC1)N1N=C(C2=CC=CC(=C12)F)C1=CC=C(C=C1)O (4-(1-cyclopentyl-7-fluoro-1H-indazol-3-yl)phenol), P(=O)(OCC)(Cl)Cl (ethyl dichlorophosphate), C[Si]([N-][Si](C)(C)C)(C)C.[Li+] (lithiumhexamethyldisilazide), C1CCOC1 (THF). Reported procedure: A solution of 4-(1-cyclopentyl-7-fluoro-1H-indazol-3-yl)phenol (0.30 g, 1.0 mmol), ethyl dichlorophosphate (0.13 mL, 1.1 mmol), and lithiumhexamethyldisilazide (0.183 g, 1.1 mmol) in 10 mL of THF was stirred for 1 hour at ambient temperature. The reaction mixture was quenched with H2O and concentrated in vacuo. The residues were purified by reversed phase HPLC (Column: HS Hyperprep C18 8 u ID 22 mm; solvent gradient 40% to 100% acetonitrile (0.1% TFA) in H2O; flowrate 10 mL/min) to give 0.065 g ... As a reaction SMILES: [CH:1]1([N:6]2[C:14]3[C:9](=[CH:10][CH:11]=[CH:12][C:13]=3[F:15])[C:8]([C:16]3[CH:21]=[CH:20][C:19]([OH:22])=[CH:18][CH:17]=3)=[N:7]2)[CH2:5][CH2:4][CH2:3][CH2:2]1.[P:23](Cl)(Cl)([O:25][CH2:26][CH3:27])=[O:24].C[Si](C)(C)[N-][Si](C)(C)C.[Li+].C1C[O:43]CC1>>[P:23]([OH:43])([O:25][CH2:26][CH3:27])([O:22][C:19]1[CH:18]=[CH:17][C:16]([C:8]2[C:9]3[C:14](=[C:13]([F:15])[CH:12]=[CH:11][CH:10]=3)[N:6]([CH:1]3[CH2:5][CH2:4][CH2:3][CH2:2]3)[N:7]=2)=[CH:21][CH:20]=1)=[O:24] |f:2.3|. The reactants are ClCCl, CO, CCN, CS(=O)(=O)OCCOCc1ccccc1. Product: CCNCCOCc1ccccc1. Reaction SMILES: [CH2:21]([Cl:22])[Cl:23].[CH3:16][OH:17].[CH3:18][CH2:19][NH2:20].[CH3:1][S:2]([O:3][CH2:6][CH2:7][O:8][CH2:9][c:10]1[cH:11][cH:12][cH:13][cH:14][cH:15]1)(=[O:4])=[O:5]>>[CH2:6]([CH2:7][O:8][CH2:9][c:10]1[cH:11][cH:12][cH:13][cH:14][cH:15]1)[NH:20][CH2:19][CH3:18]. Yields the product CC(C)c1cc(Oc2c(Cl)cc(NC(=O)C(=O)O)cc2Cl)ccc1OC(=O)CCC(C)C1CCC2C3C(O)CC4CC(O)CCC4(C)C3CC(O)C12C. Reactants: C, CCO, [H][H], CC(C)c1cc(Oc2c(Cl)cc(NC(=O)C(=O)OCc3ccccc3)cc2Cl)ccc1OC(=O)CCC(C)C1CCC2C3C(O)CC4CC(O)CCC4(C)C3CC(O)C12C, [Pd]. Reaction SMILES: [C:66].[CH3:63][CH2:64][OH:65].[H:61][H:62].[OH:1][CH:2]1[CH2:3][CH:4]2[CH2:5][CH:6]([OH:60])[CH:7]3[CH:8]4[CH2:9][CH2:10][CH:11]([CH:12]([CH2:13][CH2:14][C:15](=[O:16])[O:17][c:18]5[c:19]([CH:46]([CH3:47])[CH3:48])[cH:20][c:21]([O:24][c:25]6[c:26]([Cl:45])[cH:27][c:28]([NH:32][C:33]([C:34](=[O:35])[O:36][CH2:37][c:38]7[cH:39][cH:40][cH:41][cH:42][cH:43]7)=[O:44])[cH:29][c:30]6[Cl:31])[cH:22][cH:23]5)[CH3:49])[C:50]4([CH3:59])[CH:51]([OH:58])[CH2:52][CH:53]3[C:54]2([CH3:57])[CH2:55][CH2:56]1.[Pd:67]>>[OH:1][CH:2]1[CH2:3][CH:4]2[CH2:5][CH:6]([OH:60])[CH:7]3[CH:8]4[CH2:9][CH2:10][CH:11]([CH:12]([CH2:13][CH2:14][C:15](=[O:16])[O:17][c:18]5[c:19]([CH:46]([CH3:47])[CH3:48])[cH:20][c:21]([O:24][c:25]6[c:26]([Cl:45])[cH:27][c:28]([NH:32][C:33]([C:34](=[O:35])[OH:36])=[O:44])[cH:29][c:30]6[Cl:31])[cH:22][cH:23]5)[CH3:49])[C:50]4([CH3:59])[CH:51]([OH:58])[CH2:52][CH:53]3[C:54]2([CH3:57])[CH2:55][CH2:56]1. The reactants are Cl.CN (Methylamine hydrochloride), ClC1=C(C(=O)O)C=CC=N1 (2-chloronicotinic acid), C([O-])([O-])=O.[K+].[K+] (potassium carbonate). Reagents/catalysts: [Cu]Br (copper (I) bromide). The solvent is CN(C=O)C (N,N-dimethylformamide). Run at temperature 100 celsius, time 18 hour. The product is CNC1=C(C(=O)O)C=CC=N1 (2-Methylamino-nicotinic acid). As a reaction SMILES: Cl.[CH3:2][NH2:3].Cl[C:5]1[N:13]=[CH:12][CH:11]=[CH:10][C:6]=1[C:7]([OH:9])=[O:8].C(=O)([O-])[O-].[K+].[K+]>CN(C)C=O.[Cu]Br>[CH3:2][NH:3][C:5]1[N:13]=[CH:12][CH:11]=[CH:10][C:6]=1[C:7]([OH:9])=[O:8] |f:0.1,3.4.5|. Procedure details: Methylamine hydrochloride (8.6 g, 128 mmol) was added portionwise to a mixture of 2-chloronicotinic acid (10.0 g, 64 mmol), potassium carbonate (35.4 g, 256 mmol) and copper (I) bromide (920 mg, 6.4 mmol) in N,N-dimethylformamide (100 ml), and the reaction heated at 100° C. for 18 hours, then cooled. The resulting precipitate was removed by filtration, washing through with additional methanol and the filtrate evaporated under reduced pressure. The residue was redissolved in 2N sodium hydroxide s... Starting materials: Br, COc1cc(CCNC(=O)C(=CO)c2ccc(Cl)cc2)ccc1OCc1ccccc1, CC(=O)O, O. Product: COc1cc(CCNC(=O)C(=CO)c2ccc(Cl)cc2)ccc1O. As a reaction SMILES: [BrH:32].[CH2:1]([c:2]1[cH:3][cH:4][cH:5][cH:6][cH:7]1)[O:8][c:9]1[c:10]([O:30][CH3:31])[cH:11][c:12]([CH2:15][CH2:16][NH:17][C:18]([C:19](=[CH:20][OH:21])[c:22]2[cH:23][cH:24][c:25]([Cl:28])[cH:26][cH:27]2)=[O:29])[cH:13][cH:14]1.[CH3:33][C:34](=[O:35])[OH:36].[OH2:37]>>[OH:8][c:9]1[c:10]([O:30][CH3:31])[cH:11][c:12]([CH2:15][CH2:16][NH:17][C:18]([C:19](=[CH:20][OH:21])[c:22]2[cH:23][cH:24][c:25]([Cl:28])[cH:26][cH:27]2)=[O:29])[cH:13][cH:14]1. Reactants: CC(C)(O)c1ccc(Br)cn1, ClCCl, C[Si](C)(C)CCOCCl, CCN(C(C)C)C(C)C. The product is CC(C)(OCOCC[Si](C)(C)C)c1ccc(Br)cn1. RXN SMILES: [Br:1][c:2]1[cH:3][cH:4][c:5]([C:8]([CH3:9])([CH3:10])[OH:11])[n:6][cH:7]1.[CH2:30]([Cl:31])[Cl:32].[CH3:21][Si:22]([CH2:23][CH2:24][O:25][CH2:26][Cl:27])([CH3:28])[CH3:29].[CH:12]([N:13]([CH2:14][CH3:15])[CH:16]([CH3:17])[CH3:18])([CH3:19])[CH3:20]>>[Br:1][c:2]1[cH:3][cH:4][c:5]([C:8]([CH3:9])([CH3:10])[O:11][CH2:26][O:25][CH2:24][CH2:23][Si:22]([CH3:21])([CH3:28])[CH3:29])[n:6][cH:7]1.